From a dataset of the Open Reaction Database (ORD), a public repository of structured organic reaction records. describe an organic reaction: reactants, conditions, products, and yield Reactants: C=CCOP(=O)(CP(=O)(OCC=C)OCC=C)OCC=C, C1CCOC1, ClCCl, [H-], [Na+], CN(C)C=O, NOP(=O)(c1ccccc1)c1ccccc1. Yields the product C=CCOP(=O)(OCC=C)C(N)P(=O)(OCC=C)OCC=C. As a reaction SMILES: [CH2:1]([P:2]([O:3][CH2:4][CH:5]=[CH2:6])([O:7][CH2:8][CH:9]=[CH2:10])=[O:11])[P:12]([O:13][CH2:14][CH:15]=[CH2:16])([O:17][CH2:18][CH:19]=[CH2:20])=[O:21].[CH2:48]1[O:49][CH2:50][CH2:51][CH2:52]1.[Cl:40][CH2:41][Cl:42].[H-:23].[Na+:22].[O:43]=[CH:44][N:45]([CH3:46])[CH3:47].[c:24]1([P:25]([c:26]2[cH:27][cH:28][cH:29][cH:30][cH:31]2)([O:32][NH2:33])=[O:34])[cH:35][cH:36][cH:37][cH:38][cH:39]1>>[CH:1]([P:2]([O:3][CH2:4][CH:5]=[CH2:6])([O:7][CH2:8][CH:9]=[CH2:10])=[O:11])([P:12]([O:13][CH2:14][CH:15]=[CH2:16])([O:17][CH2:18][CH:19]=[CH2:20])=[O:21])[NH2:33]. Reactants: C(C1=CC=CC=C1)[C@@H]1N(C(OCC1)=O)C([C@H](CCC#C)[C@H](O)C=1C=NC(=CC1)Cl)=O ((4S)-4-Benzyl-3-{(2R)-2-[(S)-(6-chloropyridin-3-yl)(hydroxy)methyl]hex-5-ynoyl}-1,3-oxazinan-2-one), N1=C(C=CC=C1C)C (2,6-lutidine), FC(S(=O)(=O)O[Si](C)(C)C(C)(C)C)(F)F (tert-butyldimethylsilyl trifluoromethanesulfonate). The solvent is ClCCl (dichloromethane). Conditions: temperature 0 celsius, time 16 hour. The product is C(C1=CC=CC=C1)[C@@H]1N(C(OCC1)=O)C([C@H](CCC#C)[C@@H](C=1C=NC(=CC1)Cl)O[Si](C)(C)C(C)(C)C)=O ((4S)-4-Benzyl-3-{(2R)-2-[(S)-{[tert-butyl(dimethyl)silyl]oxy}(6-chloropyridin-3-yl)methyl]hex-5-ynoyl}-1,3-oxazinan-2-one). Isolated yield 95.1%. As a reaction SMILES: [CH2:1]([C@H:8]1[CH2:13][CH2:12][O:11][C:10](=[O:14])[N:9]1[C:15](=[O:30])[C@@H:16]([C@@H:21]([C:23]1[CH:24]=[N:25][C:26]([Cl:29])=[CH:27][CH:28]=1)[OH:22])[CH2:17][CH2:18][C:19]#[CH:20])[C:2]1[CH:7]=[CH:6][CH:5]=[CH:4][CH:3]=1.N1C(C)=CC=CC=1C.FC(F)(F)S(O[Si:45]([C:48]([CH3:51])([CH3:50])[CH3:49])([CH3:47])[CH3:46])(=O)=O>ClCCl>[CH2:1]([C@H:8]1[CH2:13][CH2:12][O:11][C:10](=[O:14])[N:9]1[C:15](=[O:30])[C@@H:16]([C@H:21]([O:22][Si:45]([C:48]([CH3:51])([CH3:50])[CH3:49])([CH3:47])[CH3:46])[C:23]1[CH:24]=[N:25][C:26]([Cl:29])=[CH:27][CH:28]=1)[CH2:17][CH2:18][C:19]#[CH:20])[C:2]1[CH:3]=[CH:4][CH:5]=[CH:6][CH:7]=1. Procedure details: To a stirred solution of 29.7 g (71.9 mmol) of (4S)-4-benzyl-3-{(2R)-2-[(S)-(6-chloropyridin-3-yl)(hydroxy)methyl]hex-5-ynoyl}-1,3-oxazinan-2-one from Step B above and 15.0 mL (126 mmol) of 2,6-lutidine in 300 mL of anhydrous dichloromethane at 0° C. under an atmosphere of nitrogen was added 22 mL (94 mmol) of tert-butyldimethylsilyl trifluoromethanesulfonate at a rate slow enough to keep the internal temperature below 3° C. The reaction mixture was stirred for 16 h at 0° C. then evaporated in v... The reactants are mixture, N1C=NC=C1 (imidazole), [Si](C)(C)(C(C)(C)C)Cl (tert-butyldimethylsilylchloride), C([O-])([O-])=O.[Cs+].[Cs+] (Cesium carbonate), OC=1C=C(C(=O)NC2=NN(C=C2)C)C=C(C1)O[C@@H](CO)C (3-hydroxy-5-[(1R)-2-hydroxy-1-methylethoxy]-N-(1-methyl-1H-pyrazol-3-yl)benzamide), FC=1C=C(C(=O)N2CCC2)C=CC1F (1-(3,4-difluorobenzoyl)azetidine). Solvent: CN(C)C=O (DMF), O (water), CC(=O)N(C)C (dimethylacetamide). Reaction conditions: temperature 160 celsius, time 8 hour. The product is N1(CCC1)C(=O)C1=CC(=C(OC=2C=C(C(=O)NC3=NN(C=C3)C)C=C(C2)O[C@@H](CO)C)C=C1)F (3-[4-(azetidin-1-ylcarbonyl)-2-fluorophenoxy]-5-[(1R)-2-hydroxy-1-methylethoxy]-N-(1-methyl-1H-pyrazol-3-yl)benzamide). As a reaction SMILES: C(=O)([O-])[O-].[Cs+].[Cs+].[OH:7][C:8]1[CH:9]=[C:10]([CH:20]=[C:21]([O:23][C@H:24]([CH3:27])[CH2:25][OH:26])[CH:22]=1)[C:11]([NH:13][C:14]1[CH:18]=[CH:17][N:16]([CH3:19])[N:15]=1)=[O:12].[F:28][C:29]1[CH:30]=[C:31]([CH:38]=[CH:39][C:40]=1F)[C:32]([N:34]1[CH2:37][CH2:36][CH2:35]1)=[O:33].N1C=CN=C1.[Si](Cl)(C(C)(C)C)(C)C>CC(N(C)C)=O.CN(C=O)C.O>[N:34]1([C:32]([C:31]2[CH:38]=[CH:39][C:40]([O:7][C:8]3[CH:9]=[C:10]([CH:20]=[C:21]([O:23][C@H:24]([CH3:27])[CH2:25][OH:26])[CH:22]=3)[C:11]([NH:13][C:14]3[CH:18]=[CH:17][N:16]([CH3:19])[N:15]=3)=[O:12])=[C:29]([F:28])[CH:30]=2)=[O:33])[CH2:37][CH2:36][CH2:35]1 |f:0.1.2|. Reported procedure: Cesium carbonate (780 mg, 2.40 mmol) was added to a mixture of 3-hydroxy-5-[(1R)-2-hydroxy-1-methylethoxy]-N-(1-methyl-1H-pyrazol-3-yl)benzamide (350 mg, 1.2 mmol) and 1-(3,4-difluorobenzoyl)azetidine (235 mg, 1.2 mmol) in dimethylacetamide (5.0 mL) and the stirred-mixture heated at 160° C. in a ‘Smith Creator Microwave’ for 2 hours. The mixture was allowed to return to ambient temperature and pressure and was partitioned between ethyl acetate (50 mL) and water (50 mL). The ethyl acetate layer w... The reactants are N1(CCCC1)C(CCO)C (3-Pyrrolidin-1-yl-butan-1-ol), S(=O)(Cl)Cl (thionyl chloride). Solvent: C(Cl)Cl (DCM). Conditions: temperature 2.5 celsius, time 8 hour. The product is Cl.ClCCC(C)N1CCCC1 (1-(3-Chloro-1-methyl-propyl)-pyrrolidine hydrochloride). Yield: 100.9%. Reaction SMILES: [N:1]1([CH:6]([CH3:10])[CH2:7][CH2:8]O)[CH2:5][CH2:4][CH2:3][CH2:2]1.S(Cl)([Cl:13])=O>C(Cl)Cl>[ClH:13].[Cl:13][CH2:8][CH2:7][CH:6]([N:1]1[CH2:5][CH2:4][CH2:3][CH2:2]1)[CH3:10] |f:3.4|. Reported procedure: 3-Pyrrolidin-1-yl-butan-1-ol (1.0 g, 7 mmol) was dissolved in DCM (20 ml). The reaction was cooled to 0-5° C. and thionyl chloride (1.65 g, 14 mmol) was added slowly. The reaction was allowed to warm to room temperature and stirred overnight. The reaction was concentrated in vacuo and azeotroped with DCM (20 ml) to give the title compound (1.4 g, 100%) as a brown oil. Starting materials: C(C(=C)C)(=O)OC.CO (methyl methacrylate methanol), C(C(=C)C)(=O)OC (methyl methacrylate), C1(=CC=CC=C1)NC1=CC=C(C=C1)C1=CC=C(NC2=CC=CC=C2)C=C1 (N,N'-diphenyl benzidine), 73g, [C-]#N.[K+] (potassium cyanide). Run in C(CO)O (ethylene glycol), C(CO)O (ethylene glycol), CO (methanol), C(CO)O (ethylene glycol), C(CO)O (ethylene glycol). The product is C(C(=C)C)(=O)OCCOC(C(=C)C)=O (ethylene glycol dimethacrylate). As a reaction SMILES: [C:1]([O:6][CH3:7])(=[O:5])[C:2]([CH3:4])=[CH2:3].C1(NC2C=CC(C3C=CC(NC4C=CC=CC=4)=CC=3)=CC=2)C=CC=CC=1.[C-]#N.[K+].[C:37]([O:42][CH3:43])(=[O:41])[C:38]([CH3:40])=[CH2:39].CO>C(O)CO.CO>[C:1]([O:6][CH2:7][CH2:43][O:42][C:37](=[O:41])[C:38]([CH3:40])=[CH2:39])(=[O:5])[C:2]([CH3:4])=[CH2:3] |f:2.3,4.5|. Reported procedure: 1200 g of methyl methacrylate (12 mole), 20 g of ethylene glycol and 0.65 g of N,N'-diphenyl benzidine (500 ppm) are added to a 2 liter round-bottomed flask. After the addition of 12.9 g of potassium cyanide (1%), a quantity of methanol equivalent to the ethylene glycol employed is taken off as methyl methacrylate/methanol-azeotrope while conducting air through at a temperature of 65° C. at the head of the column (approximately 1/2 hour). After that, an additional 73g of ethylene glycol are dose... Starting materials: Cl.NC1CCC(CC1)OCC(=O)N[C@@H](CC(N)=O)C(=O)N[C@H]([C@@H](C(=O)N1[C@H](C(=O)NC(C)(C)C)CCC1)O)CC1=CC=CC=C1 (1-{(2S,3S)-3-[N2 -(4-Aminocyclohexyloxy)acetyl-L-asparaginyl]amino-2-hydroxy-4-phenylbutyryl}-N-t-butyl-L-prolinamide hydrochloride), C(C1=CC=CC=C1)OC(=O)Cl (benzyloxycarbonyl chloride). Yields the product C(C1=CC=CC=C1)OC(=O)NC1CCC(CC1)OCC(=O)N[C@@H](CC(N)=O)C(=O)N[C@H]([C@@H](C(=O)N1[C@H](C(=O)NC(C)(C)C)CCC1)O)CC1=CC=CC=C1 (1-[(2S,3S)-3-{N2 -[4-(N-Benzyloxycarbonylamino)-cyclohexyloxy]acetyl-L-asparaginyl}amino-2-hydroxy-4-phenylbutyryl]-N-t-butyl-L-prolinamide). Yield: 47.9%. RXN SMILES: Cl.[NH2:2][CH:3]1[CH2:8][CH2:7][CH:6]([O:9][CH2:10][C:11]([NH:13][C@H:14]([C:19]([NH:21][C@@H:22]([CH2:39][C:40]2[CH:45]=[CH:44][CH:43]=[CH:42][CH:41]=2)[C@H:23]([OH:38])[C:24]([N:26]2[CH2:37][CH2:36][CH2:35][C@H:27]2[C:28]([NH:30][C:31]([CH3:34])([CH3:33])[CH3:32])=[O:29])=[O:25])=[O:20])[CH2:15][C:16](=[O:18])[NH2:17])=[O:12])[CH2:5][CH2:4]1.[CH2:46]([O:53][C:54](Cl)=[O:55])[C:47]1[CH:52]=[CH:51][CH:50]=[CH:49][CH:48]=1>>[CH2:46]([O:53][C:54]([NH:2][CH:3]1[CH2:8][CH2:7][CH:6]([O:9][CH2:10][C:11]([NH:13][C@H:14]([C:19]([NH:21][C@@H:22]([CH2:39][C:40]2[CH:41]=[CH:42][CH:43]=[CH:44][CH:45]=2)[C@H:23]([OH:38])[C:24]([N:26]2[CH2:37][CH2:36][CH2:35][C@H:27]2[C:28]([NH:30][C:31]([CH3:34])([CH3:33])[CH3:32])=[O:29])=[O:25])=[O:20])[CH2:15][C:16](=[O:18])[NH2:17])=[O:12])[CH2:5][CH2:4]1)=[O:55])[C:47]1[CH:52]=[CH:51][CH:50]=[CH:49][CH:48]=1 |f:0.1|. Reported procedure: Following a procedure similar to that described in Example 30, but using 40 mg (61.2 μmol) of 1-{(2S,3S)-3-[N2 -(4-aminocyclohexyloxy)acetyl-L-asparaginyl]amino-2-hydroxy-4-phenylbutyryl}-N-t-butyl-L-prolinamide hydrochloride (prepared as described in Example 58) and 0.01 ml (67.3 μmol) of benzyloxycarbonyl chloride, 22 mg of the title compound were obtained as a colorless powder, melting at 109°-114° C.